From a dataset of the Open Reaction Database (ORD), a public repository of structured organic reaction records. describe an organic reaction: reactants, conditions, products, and yield The reactants are BrC1(NN(C(=C1OC)C1=CC=C(C=C1)Cl)C1=C(C=C(C=C1)Cl)Cl)Br (3,3-dibromo-5-(4-chlorophenyl)-1-(2,4-dichlorophenyl)-4-methoxy-1H-pyrazole), O (water), CS(=O)C (DMSO). Reaction conditions: temperature 120 celsius. The product is ClC1=CC=C(C=C1)C1=C(C(=NN1C1=C(C=C(C=C1)Cl)Cl)C=O)OC (5-(4-Chlorophenyl)-1-(2,4-dichlorophenyl)-4-methoxy-1H-pyrazole-3-carbaldehyde). RXN SMILES: Br[C:2]1(Br)[C:6]([O:7][CH3:8])=[C:5]([C:9]2[CH:14]=[CH:13][C:12]([Cl:15])=[CH:11][CH:10]=2)[N:4]([C:16]2[CH:21]=[CH:20][C:19]([Cl:22])=[CH:18][C:17]=2[Cl:23])[NH:3]1.[OH2:25].[CH3:26]S(C)=O>>[Cl:15][C:12]1[CH:13]=[CH:14][C:9]([C:5]2[N:4]([C:16]3[CH:21]=[CH:20][C:19]([Cl:22])=[CH:18][C:17]=3[Cl:23])[N:3]=[C:2]([CH:26]=[O:25])[C:6]=2[O:7][CH3:8])=[CH:10][CH:11]=1. Procedure: Under nitrogen, 5 g of the 3,3-dibromo-5-(4-chlorophenyl)-1-(2,4-dichlorophenyl)-4-methoxy-1H-pyrazole obtained in stage G is placed in 30 ml of DMSO, and it is heated at 120° C. for 6 hours. The reaction mixture is poured into 100 ml of water and it is extracted twice with 100 ml of AcOEt. The organic phase is washed with 100 ml of saturated NaCl and then dried over Na2SO4. After evaporating to dryness, 4 g of the unpurified expected compound is obtained. Reactants: COC(=O)c1cc(CO)cc(C(C)(C)C)c1, CO, [Na+], [OH-], O. The product is CC(C)(C)c1cc(CO)cc(C(=O)O)c1. As a reaction SMILES: [C:1]([CH3:2])([CH3:3])([CH3:4])[c:5]1[cH:6][c:7]([C:8](=[O:9])[O:10][CH3:11])[cH:12][c:13]([CH2:15][OH:16])[cH:14]1.[CH3:19][OH:20].[Na+:18].[OH-:17].[OH2:21]>>[C:1]([CH3:2])([CH3:3])([CH3:4])[c:5]1[cH:6][c:7]([C:8](=[O:9])[OH:10])[cH:12][c:13]([CH2:15][OH:16])[cH:14]1. The reactants are BrC1=C(C=C(C(=C1C)[N+](=O)[O-])C)C (2-bromo-4-nitro-1,3,5-trimethylbenzene), C[O-].[Na+] (sodium methoxide), cuprous chloride. Solvent: CO (methanol), N1=CC=CC=C1 (pyridine). Reaction conditions: temperature 85 celsius, time 16 hour. Product: [N+](=O)([O-])C=1C(=C(C(=CC1C)C)OC)C (3-nitro-2,4,6-trimethyl-1-methoxybenzene). Isolated yield 53.8%. As a reaction SMILES: Br[C:2]1[C:7]([CH3:8])=[C:6]([N+:9]([O-:11])=[O:10])[C:5]([CH3:12])=[CH:4][C:3]=1[CH3:13].[CH3:14][O-:15].[Na+]>CO.N1C=CC=CC=1>[N+:9]([C:6]1[C:7]([CH3:8])=[C:2]([O:15][CH3:14])[C:3]([CH3:13])=[CH:4][C:5]=1[CH3:12])([O-:11])=[O:10] |f:1.2|. Procedure details: To a solution of 2-bromo-4-nitro-1,3,5-trimethylbenzene (2.0 g, 8.19 mmol) in methanol (20 mL) and pyridine (1.0 mL) under nitrogen was added sodium methoxide (6.2 mL, 32.8 mmol, 30% in methanol), and cuprous chloride (1.62 g, 16.4 mmol). The reaction mixture was heated to 85° C. After 16 hours, it was allowed to cool to room temperature. The solvent was removed under reduced pressure. The residue was extracted with ethyl acetate (2×80 mL). The organic phases were combined and washed with satura... Starting materials: CCI, CCOC=O, CCOC(=O)CF, [H-], [Na+]. Yields the product CCOC=C(F)C(=O)OCC. As a reaction SMILES: [CH2:15]([I:16])[CH3:17].[CH:3](=[O:4])[O:5][CH2:6][CH3:7].[F:8][CH2:9][C:10](=[O:11])[O:12][CH2:13][CH3:14].[H-:2].[Na+:1]>>[C:3](=[O:4])([O:5][CH2:6][CH3:7])[C:9]([F:8])=[CH:10][O:12][CH2:13][CH3:14].